Dataset: the Open Reaction Database (ORD), a public repository of structured organic reaction records. Task: describe an organic reaction: reactants, conditions, products, and yield Starting materials: O.O.[Sn](Cl)Cl (tin(II) chloride dihydrate), C([O-])([O-])=O.[Na+].[Na+] (sodium carbonate), C(C(C)(C)C)(=O)OCN1C=CC2=C1N=CN=C2N2C=CC1=CC=C(C=C21)C2=CC(=CC=C2)[N+](=O)[O-] ((4-(6-(3-Nitrophenyl)-1H-indol-1-yl)-7H-pyrrolo[2,3-d]pyrimidin-7-yl)methyl pivalate), O.N (ammonia water). Solvent: C(C)O (ethanol), C(C)(=O)OCC (ethyl acetate). Conditions: temperature 80 celsius, time 1.5 hour. Product: C(C(C)(C)C)(=O)OCN1C=CC2=C1N=CN=C2N2C=CC1=CC=C(C=C21)C2=CC(=CC=C2)N ((4-(6-(3-aminophenyl)-1H-indol-1-yl)-7H-pyrrolo[2,3-d]pyrimidin-7-yl)methyl pivalate). The yield is 77.1%. As a reaction SMILES: [C:1]([O:7][CH2:8][N:9]1[C:13]2[N:14]=[CH:15][N:16]=[C:17]([N:18]3[C:26]4[C:21](=[CH:22][CH:23]=[C:24]([C:27]5[CH:32]=[CH:31][CH:30]=[C:29]([N+:33]([O-])=O)[CH:28]=5)[CH:25]=4)[CH:20]=[CH:19]3)[C:12]=2[CH:11]=[CH:10]1)(=[O:6])[C:2]([CH3:5])([CH3:4])[CH3:3].O.O.[Sn](Cl)Cl.O.N.C(=O)([O-])[O-].[Na+].[Na+]>C(O)C.C(OCC)(=O)C>[C:1]([O:7][CH2:8][N:9]1[C:13]2[N:14]=[CH:15][N:16]=[C:17]([N:18]3[C:26]4[C:21](=[CH:22][CH:23]=[C:24]([C:27]5[CH:32]=[CH:31][CH:30]=[C:29]([NH2:33])[CH:28]=5)[CH:25]=4)[CH:20]=[CH:19]3)[C:12]=2[CH:11]=[CH:10]1)(=[O:6])[C:2]([CH3:5])([CH3:4])[CH3:3] |f:1.2.3,4.5,6.7.8|. Procedure details: (4-(6-(3-Nitrophenyl)-1H-indol-1-yl)-7H-pyrrolo[2,3-d]pyrimidin-7-yl)methyl pivalate (166 mg, 0.35 mmol) was dissolved in ethanol (5 mL). After adding tin(II) chloride dihydrate (SnCl2.2H2O; 80 mg, 1.75 mmol), the reaction mixture was stirred at 80° C. for 1.5 hours. After cooling to room temperature and alkalinizing the reaction mixture to pH 8 with ammonia water, ethyl acetate and sodium carbonate were added. The mixture solution was filtered through a diatomite pad and the filtrate was concen... The reactants are BrC1=CC=CC(=N1)C(O)C1=C(C=CC=C1)OC (6-bromo-α-(2-methoxyphenyl)-2-pyridinemethanol), CrO3, C(C)O (ethanol), O (water). The solvent is C(C)(=O)O (acetic acid). Product: BrC1=CC=CC(=N1)C(C1=C(C=CC=C1)OC)=O (6-bromo-2-(2-methoxybenzoyl)-pyridine). Yield: 66.2%. RXN SMILES: [Br:1][C:2]1[N:7]=[C:6]([CH:8]([C:10]2[CH:15]=[CH:14][CH:13]=[CH:12][C:11]=2[O:16][CH3:17])[OH:9])[CH:5]=[CH:4][CH:3]=1.C(O)C.O>C(O)(=O)C>[Br:1][C:2]1[N:7]=[C:6]([C:8](=[O:9])[C:10]2[CH:15]=[CH:14][CH:13]=[CH:12][C:11]=2[O:16][CH3:17])[CH:5]=[CH:4][CH:3]=1. Procedure details: By the same procedure of Ex. 22, and reacting 3.3 g 6-bromo-α-(2-methoxyphenyl)-2-pyridinemethanol (obtained as in Ex. 19) in 20 ml glacial acetic acid with CrO3 (1 g in 5 ml water), there is obtained 2.17 g title product, m.p. 97°-8° C. (ethanol:water); UV (ethanol):λmax. 278 nm, ε: 12,480; Br 27.67 (27.36). Starting materials: FC1=CC=C2C=C(C(=NC2=C1)C=1C=NC=CC1)[C@H](C)N ((1S)-1-(7-fluoro-2-(pyridin-3-yl)-quinolin-3-yl)ethanamine), ClC1=C2NC=NC2=NC=N1 (6-chloropurine), CCN(C(C)C)C(C)C (DIEA). Run in C(CCC)O (n-butanol). Product: FC1=CC=C2C=C(C(=NC2=C1)C=1C=NC=CC1)[C@H](C)NC1=C2N=CNC2=NC=N1 (N-((S)-1-(7-fluoro-2-(pyridin-3-yl)quinolin-3-yl)ethyl)-9H-purin-6-amine). As a reaction SMILES: [F:1][C:2]1[CH:11]=[C:10]2[C:5]([CH:6]=[C:7]([C@@H:18]([NH2:20])[CH3:19])[C:8]([C:12]3[CH:13]=[N:14][CH:15]=[CH:16][CH:17]=3)=[N:9]2)=[CH:4][CH:3]=1.Cl[C:22]1[N:30]=[CH:29][N:28]=[C:27]2[C:23]=1[NH:24][CH:25]=[N:26]2.CCN(C(C)C)C(C)C>C(O)CCC>[F:1][C:2]1[CH:11]=[C:10]2[C:5]([CH:6]=[C:7]([C@@H:18]([NH:20][C:22]3[N:30]=[CH:29][N:28]=[C:27]4[C:23]=3[N:24]=[CH:25][NH:26]4)[CH3:19])[C:8]([C:12]3[CH:13]=[N:14][CH:15]=[CH:16][CH:17]=3)=[N:9]2)=[CH:4][CH:3]=1. Procedure details: Prepared according to Procedure H using (1S)-1-(7-fluoro-2-(pyridin-3-yl)-quinolin-3-yl)ethanamine (0.067 g, 0.236 mmol), 6-chloropurine (0.044 g, 0.283 mmol, 1.2 eq) and DIEA (0.48 mmol, 2.0 eq) in n-butanol (3 mL). N-((S)-1-(7-fluoro-2-(pyridin-3-yl)quinolin-3-yl)ethyl)-9H-purin-6-amine [PI3Kδ IC50=23 nM] was obtained after purification as a white solid. 1H-NMR (MeOD) δ ppm 8.99 (s, 1H), 8.57-8.65 (m, 2H), 8.33 (d, J=7.83 Hz, 1H), 8.16 (s, 1H), 8.08 (s, 1H), 7.85-7.96 (m, 2H), 1.62 (d, 3H), Ma... The reactants are Cc1cc(C(=O)O)ccc1C1=CCCc2ccccc21, c1ccc2c(c1)Cn1cccc1CN2. Product: Cc1cc(C(=O)N2Cc3cccn3Cc3ccccc32)ccc1C1=CCCc2ccccc21. Reaction SMILES: [C:1]1([c:11]2[c:12]([CH3:20])[cH:13][c:14]([C:15](=[O:16])[OH:17])[cH:18][cH:19]2)=[CH:2][CH2:3][CH2:4][c:5]2[cH:6][cH:7][cH:8][cH:9][c:10]21.[cH:21]1[cH:22][cH:23][n:24]2[c:25]1[CH2:26][NH:27][c:28]1[c:29]([cH:31][cH:32][cH:33][cH:34]1)[CH2:30]2>>[C:1]1([c:11]2[c:12]([CH3:20])[cH:13][c:14]([C:15](=[O:16])[N:27]3[CH2:26][c:25]4[cH:21][cH:22][cH:23][n:24]4[CH2:30][c:29]4[c:28]3[cH:34][cH:33][cH:32][cH:31]4)[cH:18][cH:19]2)=[CH:2][CH2:3][CH2:4][c:5]2[cH:6][cH:7][cH:8][cH:9][c:10]21. Reactants: N1C=NC=C1 (imidazole), Cl[Si](C1=CC=CC=C1)(C1=CC=CC=C1)C(C)(C)C (chloro(t-butyl)diphenylsilane), BrC=1C=C(C(=C(CO)C1)OC)F (5-bromo-3-fluoro-2-methoxybenzyl alcohol). Solvent: C(C)(=O)OCC (ethyl acetate), CN(C=O)C (N,N-dimethylformamide). Conditions: temperature 50 celsius, time 0.5 hour. Product: BrC=1C=C(C(=C(CO[Si](C2=CC=CC=C2)(C2=CC=CC=C2)C(C)(C)C)C1)OC)F ([(5-bromo-3-fluoro-2methoxybenzyl)oxy](t-butyl)diphenylsilane). Yield: 103.1%. RXN SMILES: [Br:1][C:2]1[CH:3]=[C:4]([F:12])[C:5]([O:10][CH3:11])=[C:6]([CH:9]=1)[CH2:7][OH:8].N1C=CN=C1.Cl[Si:19]([C:32]([CH3:35])([CH3:34])[CH3:33])([C:26]1[CH:31]=[CH:30][CH:29]=[CH:28][CH:27]=1)[C:20]1[CH:25]=[CH:24][CH:23]=[CH:22][CH:21]=1>CN(C)C=O.C(OCC)(=O)C>[Br:1][C:2]1[CH:3]=[C:4]([F:12])[C:5]([O:10][CH3:11])=[C:6]([CH:9]=1)[CH2:7][O:8][Si:19]([C:32]([CH3:35])([CH3:34])[CH3:33])([C:26]1[CH:27]=[CH:28][CH:29]=[CH:30][CH:31]=1)[C:20]1[CH:25]=[CH:24][CH:23]=[CH:22][CH:21]=1. Procedure: 907 mg of 5-bromo-3-fluoro-2-methoxybenzyl alcohol was dissolved in 10 ml of N,N-dimethylformamide. 400 mg of imidazole and 1.06 g of chloro(t-butyl)diphenylsilane were added, followed by stirring for 1 hour at room temperature and for 0.5 hours at 50° C. The reaction mixture was diluted with ethyl acetate, washed with water and saturated brine, dried over anhydrous magnesium sulfate, filtered, and the solvent was evaporated, to give 1.882 g of [(5-bromo-3-fluoro-2methoxybenzyl)oxy](t-butyl)diph... Reactants: ClC=1C(=C2C=C(C=NC2=CN1)C1=CC=CC=C1)C (6-Chloro-5-methyl-3-phenyl-1,7-naphthyridine), [OH-].[Na+] (NaOH). The reagents and catalysts are [Pd] (Pd/C). Solvent: C(C)O (ethanol). Reaction conditions: time 30 minute. Yields the product CC1=C2C=C(C=NC2=CN=C1)C1=CC=CC=C1 (5-Methyl-3-phenyl-1,7-naphthyridine). RXN SMILES: Cl[C:2]1[C:3]([CH3:18])=[C:4]2[C:9](=[CH:10][N:11]=1)[N:8]=[CH:7][C:6]([C:12]1[CH:17]=[CH:16][CH:15]=[CH:14][CH:13]=1)=[CH:5]2.[OH-].[Na+]>C(O)C.[Pd]>[CH3:18][C:3]1[CH:2]=[N:11][CH:10]=[C:9]2[C:4]=1[CH:5]=[C:6]([C:12]1[CH:13]=[CH:14][CH:15]=[CH:16][CH:17]=1)[CH:7]=[N:8]2 |f:1.2|. Procedure: 33.7 g (132 mmol) of the compound from Example II are dissolved in 600 ml of ethanol, the solution is treated with 293 ml of 1N NaOH and 10 g of 5% Pd/C and the mixture is immediately hydrogenated in the Parr apparatus at 3 bar for 30 min. It is filtered through kieselguhr and the ethanol content is evaporated in vacuo. The product precipitated in this way is filtered off with suction, washed with plenty of water and then with ether and dried. Yield: 23.6 g (81.2%) M.p.: 135°-138° C. Starting materials: Cl (HCl), N1(CCOCC1)C1=CC=C(C=N1)NC(=O)C1=NN=C(O1)NC=1C=C(C(=O)OC(C)(C)C)C=CC1 (tert-butyl 3-[(5-{[(6-morpholin-4-ylpyridin-3-yl)amino]carbonyl}-1,3,4-oxadiazol-2-yl)amino]benzoate). Solvent: O1CCOCC1 (1,4-dioxane). Reaction conditions: time 18 hour. The product is N1(CCOCC1)C1=CC=C(C=N1)NC(=O)C1=NN=C(O1)NC=1C=C(C(=O)O)C=CC1 (3-[(5-{[(6-morpholin-4-ylpyridin-3-yl)amino]carbonyl}-1,3,4-oxadiazol-2-yl)amino]benzoic acid). Yield: 98.9%. RXN SMILES: Cl.[N:2]1([C:8]2[N:13]=[CH:12][C:11]([NH:14][C:15]([C:17]3[O:21][C:20]([NH:22][C:23]4[CH:24]=[C:25]([CH:33]=[CH:34][CH:35]=4)[C:26]([O:28]C(C)(C)C)=[O:27])=[N:19][N:18]=3)=[O:16])=[CH:10][CH:9]=2)[CH2:7][CH2:6][O:5][CH2:4][CH2:3]1>O1CCOCC1>[N:2]1([C:8]2[N:13]=[CH:12][C:11]([NH:14][C:15]([C:17]3[O:21][C:20]([NH:22][C:23]4[CH:24]=[C:25]([CH:33]=[CH:34][CH:35]=4)[C:26]([OH:28])=[O:27])=[N:19][N:18]=3)=[O:16])=[CH:10][CH:9]=2)[CH2:7][CH2:6][O:5][CH2:4][CH2:3]1. Procedure: 4M HCl in 1,4-dioxane (70 mL) was added to tert-butyl 3-[(5-{[(6-morpholin-4-ylpyridin-3-yl)amino]carbonyl}-1,3,4-oxadiazol-2-yl)amino]benzoate (3.22 g, 6.90 mmol) and the suspension stirred for 18 hours. All volatiles were removed in vacuo and the residue triturated with Et2O (20 mL), the solid filtered, washed with Et2O (2×10 mL), hexane (2×10 mL) to give the title compound (2.80 g, 99%) as a cream powder; MS m/e (MH)+ 411 Reactants: N#Cc1c(N)nc2ccccc2c1Cl, O, NCc1ccco1. Reaction SMILES: [NH2:1][c:2]1[n:3][c:4]2[cH:5][cH:6][cH:7][cH:8][c:9]2[c:10]([Cl:14])[c:11]1[C:12]#[N:13].[OH2:22].[o:15]1[c:16]([CH2:20][NH2:21])[cH:17][cH:18][cH:19]1>>[NH2:1][c:2]1[n:3][c:4]2[cH:5][cH:6][cH:7][cH:8][c:9]2[c:10]([NH:21][CH2:20][c:16]2[o:15][cH:19][cH:18][cH:17]2)[c:11]1[C:12]#[N:13]. Product: N#Cc1c(N)nc2ccccc2c1NCc1ccco1. Reactants: ClC=1C(=C(C=CC1)[C@H]1[C@@H](N[C@H]([C@]1(C#N)C1=C(C=C(C=C1)Cl)F)CC(C)(C)C)C(=O)NC1=C(C=C(C(=O)O)C=C1)OC)F (4-((2R,3S,4R,5S)-3-(3-chloro-2-fluorophenyl)-4-(4-chloro-2-fluorophenyl)-4-cyano-5-neopentylpyrrolidine-2-carboxamido)-3-methoxybenzoic acid), N[C@@H](C(=O)OC)CCC(=O)OC ((R)-dimethyl 2-aminopentanedioate). Yields the product Cl.COC([C@@H](CCC(=O)OC)NC(C1=CC(=C(C=C1)NC(=O)[C@@H]1N[C@H]([C@]([C@H]1C1=C(C(=CC=C1)Cl)F)(C#N)C1=C(C=C(C=C1)Cl)F)CC(C)(C)C)OC)=O)=O ((R)-2-(4-{[(2R,3S,4R,5S)-4-(4-chloro-2-fluoro-phenyl)-3-(3-chloro-2-fluoro-phenyl)-4-cyano-5-(2,2-dimethyl-propyl)-pyrrolidine-2-carbonyl]-amino}-3-methoxy-benzoylamino)-pentanedioic acid dimethyl ester, hydrochloride). As a reaction SMILES: [Cl:1][C:2]1[C:3]([F:42])=[C:4]([C@@H:8]2[C@:12]([C:15]3[CH:20]=[CH:19][C:18]([Cl:21])=[CH:17][C:16]=3[F:22])([C:13]#[N:14])[C@H:11]([CH2:23][C:24]([CH3:27])([CH3:26])[CH3:25])[NH:10][C@H:9]2[C:28]([NH:30][C:31]2[CH:39]=[CH:38][C:34]([C:35](O)=[O:36])=[CH:33][C:32]=2[O:40][CH3:41])=[O:29])[CH:5]=[CH:6][CH:7]=1.[NH2:43][C@H:44]([CH2:49][CH2:50][C:51]([O:53][CH3:54])=[O:52])[C:45]([O:47][CH3:48])=[O:46]>>[ClH:1].[CH3:48][O:47][C:45](=[O:46])[C@H:44]([NH:43][C:35](=[O:36])[C:34]1[CH:38]=[CH:39][C:31]([NH:30][C:28]([C@H:9]2[C@H:8]([C:4]3[CH:5]=[CH:6][CH:7]=[C:2]([Cl:1])[C:3]=3[F:42])[C@:12]([C:15]3[CH:20]=[CH:19][C:18]([Cl:21])=[CH:17][C:16]=3[F:22])([C:13]#[N:14])[C@H:11]([CH2:23][C:24]([CH3:26])([CH3:27])[CH3:25])[NH:10]2)=[O:29])=[C:32]([O:40][CH3:41])[CH:33]=1)[CH2:49][CH2:50][C:51]([O:53][CH3:54])=[O:52] |f:2.3|. Procedure: In a manner similar to the method described in Example 14, 4-((2R,3S,4R,5S)-3-(3-chloro-2-fluorophenyl)-4-(4-chloro-2-fluorophenyl)-4-cyano-5-neopentylpyrrolidine-2-carboxamido)-3-methoxybenzoic acid (prepared as described in US20100152190A1) was reacted with (R)-dimethyl 2-aminopentanedioate to give (R)-2-(4-{[(2R,3S,4R,5S)-4-(4-chloro-2-fluoro-phenyl)-3-(3-chloro-2-fluoro-phenyl)-4-cyano-5-(2,2-dimethyl-propyl)-pyrrolidine-2-carbonyl]-amino}-3-methoxy-benzoylamino)-pentanedioic acid dimethyl e... Reactants: CN(C)c1ccc(-c2ccc(Br)cc2)c(CO)c1, O. Yields the product CN(C)c1ccc(-c2ccc(Br)cc2)c(C=O)c1. As a reaction SMILES: [Br:1][c:2]1[cH:3][cH:4][c:5](-[c:8]2[c:9]([CH2:17][OH:18])[cH:10][c:11]([N:14]([CH3:15])[CH3:16])[cH:12][cH:13]2)[cH:6][cH:7]1.[OH2:19]>>[Br:1][c:2]1[cH:3][cH:4][c:5](-[c:8]2[c:9]([CH:17]=[O:18])[cH:10][c:11]([N:14]([CH3:15])[CH3:16])[cH:12][cH:13]2)[cH:6][cH:7]1.